From a dataset of the Open Reaction Database (ORD), a public repository of structured organic reaction records. describe an organic reaction: reactants, conditions, products, and yield Yields the product CC1NC(=O)NN=C1c1ccc(Cl)c(N)c1. Starting materials: CC(=O)Nc1cc(C2=NNC(=O)NC2C)ccc1Cl, NN, O. As a reaction SMILES: [C:1](=[O:2])([CH3:3])[NH:4][c:5]1[cH:6][c:7]([C:12]2=[N:17][NH:16][C:15](=[O:18])[NH:14][CH:13]2[CH3:19])[cH:8][cH:9][c:10]1[Cl:11].[NH2:21][NH2:22].[OH2:20]>>[NH2:4][c:5]1[cH:6][c:7]([C:12]2=[N:17][NH:16][C:15](=[O:18])[NH:14][CH:13]2[CH3:19])[cH:8][cH:9][c:10]1[Cl:11]. Starting materials: COC1=CC=C2C(COCC2=C1F)=O (7-methoxy-8-fluoroisochroman-4-one), FC(C(=O)OCC)(F)F (ethyl trifluoroacetate), C[O-].[Na+] (sodium methoxide), CO (methanol), Cl (hydrochloric acid). Run in O1CCCC1 (tetrahydrofuran). Conditions: time 16 hour. Yields the product COC1=CC=C2C(C(OCC2=C1F)C(C(F)(F)F)=O)=O (7-methoxy-8-fluoro-3-(trifluoroacetyl)isochroman-4-one). Yield: 87.5%. Reaction SMILES: [CH3:1][O:2][C:3]1[C:12]([F:13])=[C:11]2[C:6]([C:7](=[O:14])[CH2:8][O:9][CH2:10]2)=[CH:5][CH:4]=1.[F:15][C:16]([F:23])([F:22])[C:17](OCC)=[O:18].C[O-].[Na+].CO.Cl>O1CCCC1>[CH3:1][O:2][C:3]1[C:12]([F:13])=[C:11]2[C:6]([C:7](=[O:14])[CH:8]([C:17](=[O:18])[C:16]([F:23])([F:22])[F:15])[O:9][CH2:10]2)=[CH:5][CH:4]=1 |f:2.3|. Procedure: A solution of 7-methoxy-8-fluoroisochroman-4-one from Step 2 (370 mg, 1.76 mmol) and ethyl trifluoroacetate (290 mg, 2.04 mmol) in 8 mL of anhydrous tetrahydrofuran was treated with a solution of 25% sodium methoxide in methanol (570 mg, 2.64 mmol). The solution was stirred at room temperature for 16 hours, treated with excess 3N hydrochloric acid, and extracted with ether. The ethereal extract was washed with brine, dried over anhydrous MgSO4, filtered and concentrated in vacuo to afford 450 mg... The reactants are CCCCO, CCOC(=O)CCCn1c(COc2ccc(Cl)cc2)nc2c(C)cccc21, Cc1ccccc1, CO, [Li+], C1CCOC1, [OH-], O. The product is Cc1cccc2c1nc(COc1ccc(Cl)cc1)n2CCCC(=O)O. As a reaction SMILES: [CH2:44]([OH:45])[CH2:46][CH2:47][CH3:48].[CH2:8]([CH3:9])[O:10][C:11](=[O:12])[CH2:13][CH2:14][CH2:15][n:16]1[c:17]([CH2:26][O:27][c:28]2[cH:29][cH:30][c:31]([Cl:34])[cH:32][cH:33]2)[n:18][c:19]2[c:20]1[cH:21][cH:22][cH:23][c:24]2[CH3:25].[CH3:37][c:38]1[cH:39][cH:40][cH:41][cH:42][cH:43]1.[CH3:6][OH:7].[Li+:35].[O:1]1[CH2:2][CH2:3][CH2:4][CH2:5]1.[OH-:36].[OH2:49]>>[O:10]=[C:11]([OH:12])[CH2:13][CH2:14][CH2:15][n:16]1[c:17]([CH2:26][O:27][c:28]2[cH:29][cH:30][c:31]([Cl:34])[cH:32][cH:33]2)[n:18][c:19]2[c:20]1[cH:21][cH:22][cH:23][c:24]2[CH3:25]. Starting materials: BrC1=CC=C(C=C1)[C@H](C)NC(OC(C)(C)C)=O (1,1-dimethylethyl [(1S)-1-(4-bromophenyl)-ethyl]carbamate), CN1CCNCC1 (N-methylpiperazine), C=1C=CC(=CC1)P(C=2C=CC=CC2)C3=CC=C4C=CC=CC4=C3C5=C6C=CC=CC6=CC=C5P(C=7C=CC=CC7)C=8C=CC=CC8 (BINAP), P(=O)([O-])([O-])[O-].[K+].[K+].[K+] (potassium phosphate). Reagents/catalysts: C=1C=CC(=CC1)/C=C/C(=O)/C=C/C2=CC=CC=C2.C=1C=CC(=CC1)/C=C/C(=O)/C=C/C2=CC=CC=C2.C=1C=CC(=CC1)/C=C/C(=O)/C=C/C2=CC=CC=C2.[Pd].[Pd] (tris(dibenzylideneacetone)dipalladium(0)). The solvent is COCCOC (ethylene glycol dimethylether), C(C)(=O)OCC (ethyl acetate). Yields the product CN1CCN(CC1)C1=CC=C(C=C1)[C@H](C)NC(OC(C)(C)C)=O (1,1-dimethylethyl {(1S)-1-[4-(4-methylpiperazin-1-yl)phenyl]ethyl}carbamate). The yield is 84.4%. RXN SMILES: Br[C:2]1[CH:7]=[CH:6][C:5]([C@@H:8]([NH:10][C:11](=[O:17])[O:12][C:13]([CH3:16])([CH3:15])[CH3:14])[CH3:9])=[CH:4][CH:3]=1.[CH3:18][N:19]1[CH2:24][CH2:23][NH:22][CH2:21][CH2:20]1.C1C=CC(P(C2C(C3C(P(C4C=CC=CC=4)C4C=CC=CC=4)=CC=C4C=3C=CC=C4)=C3C(C=CC=C3)=CC=2)C2C=CC=CC=2)=CC=1.P([O-])([O-])([O-])=O.[K+].[K+].[K+]>COCCOC.C(OCC)(=O)C.C1C=CC(/C=C/C(/C=C/C2C=CC=CC=2)=O)=CC=1.C1C=CC(/C=C/C(/C=C/C2C=CC=CC=2)=O)=CC=1.C1C=CC(/C=C/C(/C=C/C2C=CC=CC=2)=O)=CC=1.[Pd].[Pd]>[CH3:18][N:19]1[CH2:24][CH2:23][N:22]([C:2]2[CH:7]=[CH:6][C:5]([C@@H:8]([NH:10][C:11](=[O:17])[O:12][C:13]([CH3:16])([CH3:15])[CH3:14])[CH3:9])=[CH:4][CH:3]=2)[CH2:21][CH2:20]1 |f:3.4.5.6,9.10.11.12.13|. Procedure details: A mixture of 1,1-dimethylethyl [(1S)-1-(4-bromophenyl)-ethyl]carbamate (14.4 g, 48 mmol), tris(dibenzylideneacetone)dipalladium(0) (4.6 g, 4.8 mmol), N-methylpiperazine (22 mL, 200 mmol), BINAP (1.4 g, 4.8 mmol) and tribasic potassium phosphate in ethylene glycol dimethylether (120 mL) was refluxed for 15 hours. On cooling to room temperature, the mixture was diluted with ethyl acetate (100 mL). The organic mixture was extracted using 1N aqueous hydrochloric acid (3×100 mL). The pH of the combin...